Dataset: the Open Reaction Database (ORD), a public repository of structured organic reaction records. Task: describe an organic reaction: reactants, conditions, products, and yield Run in CN(C=O)C (dimethylformamide). Yield: 41.4%. Yields the product FC1=C(C=CC=C1)C1=NCCNC2=C1C=C(C=C2)C2=CC=NC=C2 (5-(2-fluorophenyl)-7-(4-pyridinyl)-2,3-dihydro-1H-1,4-benzodiazepine). Conditions: temperature 150 celsius. Reaction SMILES: Br[C:2]1[CH:3]=[CH:4][C:5]2[NH:11][CH2:10][CH2:9][N:8]=[C:7]([C:12]3[CH:17]=[CH:16][CH:15]=[CH:14][C:13]=3[F:18])[C:6]=2[CH:19]=1.[N:20]1[CH:25]=[CH:24][C:23](B(O)O)=[CH:22][CH:21]=1.C(=O)([O-])[O-].[Na+].[Na+]>Cl[Pd](Cl)([P](C1C=CC=CC=1)(C1C=CC=CC=1)C1C=CC=CC=1)[P](C1C=CC=CC=1)(C1C=CC=CC=1)C1C=CC=CC=1.CN(C)C=O>[F:18][C:13]1[CH:14]=[CH:15][CH:16]=[CH:17][C:12]=1[C:7]1[C:6]2[CH:19]=[C:2]([C:23]3[CH:24]=[CH:25][N:20]=[CH:21][CH:22]=3)[CH:3]=[CH:4][C:5]=2[NH:11][CH2:10][CH2:9][N:8]=1 |f:2.3.4,^1:37,56|. The reactants are BrC=1C=CC2=C(C(=NCCN2)C2=C(C=CC=C2)F)C1 (7-bromo-5-(2-fluorophenyl)-2,3-dihydro-1H-1,4-benzodiazepine), N1=CC=C(C=C1)B(O)O (4-pyridylboronic acid), C([O-])([O-])=O.[Na+].[Na+] (sodium carbonate). Reagents/catalysts: Cl[Pd]([P](C1=CC=CC=C1)(C2=CC=CC=C2)C3=CC=CC=C3)([P](C4=CC=CC=C4)(C5=CC=CC=C5)C6=CC=CC=C6)Cl (dichlorobis(triphenylphosphine)palladium(II)). Procedure: A 5-mL microwave tube was charged with 7-bromo-5-(2-fluorophenyl)-2,3-dihydro-1H-1,4-benzodiazepine (85 mg), 4-pyridylboronic acid (100 mg), dichlorobis(triphenylphosphine)palladium(II) (20 mg), dimethylformamide (3.5 mL) and a saturated solution of sodium carbonate (0.5 mL). The reaction was heated to 150° C. for 360 seconds using microwave irradiation. The reaction was concentrated to dryness and the residue was taken up in water and extracted with ethyl acetate. The organic extracts were comb...